Dataset: the Open Reaction Database (ORD), a public repository of structured organic reaction records. Task: describe an organic reaction: reactants, conditions, products, and yield Starting materials: OC=1C=C(C(C(=O)O)=CC1)C(=O)O (4-hydroxyphthalic acid), [OH-].[K+] (potassium hydroxide), FC1=CC=C(CBr)C=C1 (4-fluorobenzylbromide). Solvent: O (water). Yields the product FC1=CC=C(COC=2C=C(C(C(=O)O)=CC2)C(=O)O)C=C1 (4-(4-Fluoro-benzyloxy)-phthalic Acid). Isolated yield 29.3%. RXN SMILES: [OH:1][C:2]1[CH:3]=[C:4]([C:11]([OH:13])=[O:12])[C:5](=[CH:9][CH:10]=1)[C:6]([OH:8])=[O:7].[OH-].[K+].[F:16][C:17]1[CH:24]=[CH:23][C:20]([CH2:21]Br)=[CH:19][CH:18]=1>O>[F:16][C:17]1[CH:24]=[CH:23][C:20]([CH2:21][O:1][C:2]2[CH:3]=[C:4]([C:11]([OH:13])=[O:12])[C:5](=[CH:9][CH:10]=2)[C:6]([OH:8])=[O:7])=[CH:19][CH:18]=1 |f:1.2|. Reported procedure: A mixture of 4-hydroxyphthalic acid (5.0 g, 27 mmol), potassium hydroxide (5.4 g, 30 mmol) and 4-fluorobenzylbromide (5.7 g, 30 mmol) in water (13 mL) was heated under reflux for 5 h. After cooling to room temperature, the mixture was washed with ether. The aqueous phase was then acidified to pH 2 at 0° C. with concentrated HCl and then extracted with ethyl acetate. The organic extracts were then washed with water and dried over sodium sulfate. Filtration and evaporation gave a residue which was...